This data is from the Open Reaction Database (ORD), a public repository of structured organic reaction records. The task is: describe an organic reaction: reactants, conditions, products, and yield Reactants: C(C)(=O)O (acetic acid), C1(=CC=CC=C1)S(=O)(=O)N (benzenesulfonamide), C([O-])([O-])=O.[K+].[K+] (potassium carbonate), ClC1=NC2=CC=CC=C2N=C1OC(C(F)(F)F)C=1C=NC=CC1 (2-Chloro-3-[2,2,2-trifluoro-1-(pyridin-3-yl)ethoxy]-quinoxaline). The solvent is CS(=O)C (dimethyl sulfoxide). Conditions: temperature 150 celsius, time 2 hour. Product: FC(C(OC=1C(=NC2=CC=CC=C2N1)NS(=O)(=O)C1=CC=CC=C1)C=1C=NC=CC1)(F)F (N-{3-[2,2,2-trifluoro-1-(pyridin-3-yl)ethoxy]quinoxalin-2-yl}benzenesulfonamide). Yield: 32.1%. As a reaction SMILES: Cl[C:2]1[C:11]([O:12][CH:13]([C:18]2[CH:19]=[N:20][CH:21]=[CH:22][CH:23]=2)[C:14]([F:17])([F:16])[F:15])=[N:10][C:9]2[C:4](=[CH:5][CH:6]=[CH:7][CH:8]=2)[N:3]=1.[C:24]1([S:30]([NH2:33])(=[O:32])=[O:31])[CH:29]=[CH:28][CH:27]=[CH:26][CH:25]=1.C(=O)([O-])[O-].[K+].[K+].C(O)(=O)C>CS(C)=O>[F:15][C:14]([F:17])([F:16])[CH:13]([C:18]1[CH:19]=[N:20][CH:21]=[CH:22][CH:23]=1)[O:12][C:11]1[C:2]([NH:33][S:30]([C:24]2[CH:29]=[CH:28][CH:27]=[CH:26][CH:25]=2)(=[O:32])=[O:31])=[N:3][C:4]2[C:9]([N:10]=1)=[CH:8][CH:7]=[CH:6][CH:5]=2 |f:2.3.4|. Procedure: 2-Chloro-3-[2,2,2-trifluoro-1-(pyridin-3-yl)ethoxy]-quinoxaline (Compound BJ) (73 mg, 0.21 mmol) was dissolved in dimethyl sulfoxide (2 mL). To this, benzenesulfonamide (33 mg, 0.21 mmol) and potassium carbonate (29 mg, 0.21 mmol) were added at room temperature and the mixture was stirred at 150° C. for 2 hours. The reaction mixture was allowed to cool down to room temperature, a 1% aqueous acetic acid solution (20 mL) was added thereto, and the precipitate was collected by filtration. The obtai... Starting materials: FC1=C(N)C=C(C=C1)[N+](=O)[O-] (2-fluoro-5-nitroaniline), [Cl-].[NH4+] (ammonium chloride), CC(C)([O-])C.[K+] (Potassium tert-butoxide), C(#N)CC(=O)N (2-cyanoacetamide). Run in CN(C=O)C (N,N-dimethylformamide), CN(C=O)C (N,N-dimethylformamide). Run at temperature 5 celsius, time 18 hour. The product is NC1=C(C=CC(=C1)[N+](=O)[O-])C(C(=O)N)C#N (2-(2-Amino-4-nitrophenyl)-2-cyanoacetamide). The yield is 93.7%. Reaction SMILES: CC(C)([O-])C.[K+].[C:7]([CH2:9][C:10]([NH2:12])=[O:11])#[N:8].F[C:14]1[CH:20]=[CH:19][C:18]([N+:21]([O-:23])=[O:22])=[CH:17][C:15]=1[NH2:16].[Cl-].[NH4+]>CN(C)C=O>[NH2:16][C:15]1[CH:17]=[C:18]([N+:21]([O-:23])=[O:22])[CH:19]=[CH:20][C:14]=1[CH:9]([C:7]#[N:8])[C:10]([NH2:12])=[O:11] |f:0.1,4.5|. Reported procedure: Potassium tert-butoxide (36 g, 0.32 mol) was added to a solution of 2-cyanoacetamide (27 g, 0.32 mol) in anhydrous N,N-dimethylformamide (700 mL), and a solution of 2-fluoro-5-nitroaniline (25 g, 0.16 mol) in anhydrous N,N-dimethylformamide (80 mL) was added dropwise thereto under ice-cooling. After the reaction mixture was stirred at 5° C. for 18 hours, it was poured into a saturated ammonium chloride aqueous solution (1.0 L) under ice-cooling. The whole was extracted with ethyl acetate (1.0 L)... The reactants are CCOC(=O)C(CC)c1cc2n(c(=O)c1COC(C)=O)CCC21OCCO1, CO, [Li+], [OH-], O. The product is CCC1C(=O)OCc2c1cc1n(c2=O)CCC12OCCO2. Reaction SMILES: [C:1](=[O:3])([O:4][CH2:5][c:6]1[c:7](=[O:27])[n:8]2[c:12]([cH:13][c:14]1[CH:15]([C:2]([O:16][CH2:17][CH3:18])=[O:19])[CH2:21][CH3:22])[C:11]1([CH2:10][CH2:9]2)[O:23][CH2:24][CH2:25][O:26]1)[CH3:20].[CH3:31][OH:32].[Li+:29].[OH-:30].[OH2:28]>>[C:1]1(=[O:3])[O:4][CH2:5][c:6]2[c:7](=[O:27])[n:8]3[c:12]([cH:13][c:14]2[CH:15]1[CH2:21][CH3:22])[C:11]1([CH2:10][CH2:9]3)[O:23][CH2:24][CH2:25][O:26]1. Starting materials: C1CCOC1, CO, Nc1ccc(Cl)cc1C(O)(C#CC1CC1)C(F)(F)F, O=C(Cl)Cl. Product: O=C1Nc2ccc(Cl)cc2C(C#CC2CC2)(C(F)(F)F)O1. RXN SMILES: [CH2:26]1[O:27][CH2:28][CH2:29][CH2:30]1.[CH3:24][OH:25].[Cl:1][c:2]1[cH:3][cH:4][c:5]([NH2:19])[c:6]([C:8]([OH:9])([C:10]([F:11])([F:12])[F:13])[C:14]#[C:15][CH:16]2[CH2:17][CH2:18]2)[cH:7]1.[Cl:20][C:21]([Cl:22])=[O:23]>>[Cl:1][c:2]1[cH:3][cH:4][c:5]2[c:6]([cH:7]1)[C:8]([C:10]([F:11])([F:12])[F:13])([C:14]#[C:15][CH:16]1[CH2:17][CH2:18]1)[O:9][C:21](=[O:23])[NH:19]2.